From a dataset of the Open Reaction Database (ORD), a public repository of structured organic reaction records. describe an organic reaction: reactants, conditions, products, and yield Reactants: NC=1C2=C(N=CN1)N(C=C2C2=CC=C(OC1=CC=C(C=C1)NC(C)=O)C=C2)C(C)(C)C (N-{4-[4-(4-amino-7-tert-butylpyrrolo[2,3-d]pyrimidin-5-yl)phenoxy]-phenyl}acetamide), O.NN (hydrazine hydrate). The solvent is O (water), industrial methylated spirit. Yields the product NC1=CC=C(OC2=CC=C(C=C2)C2=CN(C=3N=CN=C(C32)N)C(C)(C)C)C=C1 (5-[4-(4-amino-phenoxy)phenyl]-7-tert-butyl-7H-pyrrolo[2,3-d]pyrimidin-4-ylamine). RXN SMILES: [NH2:1][C:2]1[C:3]2[C:10]([C:11]3[CH:27]=[CH:26][C:14]([O:15][C:16]4[CH:21]=[CH:20][C:19]([NH:22]C(=O)C)=[CH:18][CH:17]=4)=[CH:13][CH:12]=3)=[CH:9][N:8]([C:28]([CH3:31])([CH3:30])[CH3:29])[C:4]=2[N:5]=[CH:6][N:7]=1.O.NN>O>[NH2:22][C:19]1[CH:20]=[CH:21][C:16]([O:15][C:14]2[CH:26]=[CH:27][C:11]([C:10]3[C:3]4[C:2]([NH2:1])=[N:7][CH:6]=[N:5][C:4]=4[N:8]([C:28]([CH3:29])([CH3:31])[CH3:30])[CH:9]=3)=[CH:12][CH:13]=2)=[CH:17][CH:18]=1 |f:1.2|. Procedure details: A mixture of N-{4-[4-(4-amino-7-tert-butylpyrrolo[2,3-d]pyrimidin-5-yl)phenoxy]-phenyl}acetamide (1.8 g), prepared as described in Example 9, industrial methylated spirit (5 ml) and hydrazine hydrate (30 ml) was boiled under reflux for 36 hours. The reaction mixture was cooled to ambient temperature, diluted with water (100 ml) and the mixture extracted with ethyl acetate (3×50 ml) to give 5-[4-(4-amino-phenoxy)phenyl]-7-tert-butyl-7H-pyrrolo[2,3-d]pyrimidin-4-ylamine. The structure was confirme... Reactants: FC1=CC(=C(C=C1)C1=C(C=NC(=C1)C)N(C(C1=CC(=CC(=C1)SCC[Si](C)(C)C)C(F)(F)F)=O)C)OC (N-(4-(4-fluoro-2-methoxyphenyl)-6-methylpyridin-3-yl)-N-methyl-3-(trifluoromethyl)-5-(2-(trimethylsilyl)ethylthio)benzamide), [F-].C(CCC)[N+](CCCC)(CCCC)CCCC (tetrabutylammonium fluoride), C(CC(O)(C(=O)O)CC(=O)O)(=O)O (citric acid), CCOC(=O)C (EtOAc). Solvent: C1CCOC1 (THF). Reaction conditions: time 75 minute. Product: FC1=CC(=C(C=C1)C1=C(C=NC(=C1)C)N(C(C1=CC(=CC(=C1)C(F)(F)F)S)=O)C)OC (N-(4-(4-fluoro-2-methoxyphenyl)-6-methylpyridin-3-yl)-3-mercapto-N-methyl-5-(trifluoromethyl)benzamide). Reaction SMILES: [F:1][C:2]1[CH:7]=[CH:6][C:5]([C:8]2[CH:13]=[C:12]([CH3:14])[N:11]=[CH:10][C:9]=2[N:15]([CH3:35])[C:16](=[O:34])[C:17]2[CH:22]=[C:21]([S:23]CC[Si](C)(C)C)[CH:20]=[C:19]([C:30]([F:33])([F:32])[F:31])[CH:18]=2)=[C:4]([O:36][CH3:37])[CH:3]=1.[F-].C([N+](CCCC)(CCCC)CCCC)CCC.C(O)(=O)CC(CC(O)=O)(C(O)=O)O.CCOC(C)=O>C1COCC1>[F:1][C:2]1[CH:7]=[CH:6][C:5]([C:8]2[CH:13]=[C:12]([CH3:14])[N:11]=[CH:10][C:9]=2[N:15]([CH3:35])[C:16](=[O:34])[C:17]2[CH:18]=[C:19]([C:30]([F:33])([F:32])[F:31])[CH:20]=[C:21]([SH:23])[CH:22]=2)=[C:4]([O:36][CH3:37])[CH:3]=1 |f:1.2|. Procedure: To a solution of N-(4-(4-fluoro-2-methoxyphenyl)-6-methylpyridin-3-yl)-N-methyl-3-(trifluoromethyl)-5-(2-(trimethylsilyl)ethylthio)benzamide (0.477 g, 866 μmol) in THF (10 mL) was added tetrabutylammonium fluoride (1M solution in THF, 4.55 mL, 4.55 mmol) and the clear, light yellow solution was stirred at room temperature for 75 minutes. The reaction mixture was poured on 10% aqueous citric acid solution and EtOAc and the layers were separated. The aqueous layer was extracted twice with EtOAc. T... Starting materials: ClCC(=O)O (Chloroacetic acid), C([O-])([O-])=O.[K+].[K+] (potassium carbonate), N[C@H]1[C@H](CCCC1)N (cis-1,2-Diaminocyclohexane). Solvent: O (H2O), O (H2O), O (H2O). Run at time 24 hour. The product is N1C(CN[C@@H]2CCCC[C@H]12)=O ((+/−)-cis-decahydroquinoxalin-2-one). Yield: 14.4%. RXN SMILES: [NH2:1][C@@H:2]1[CH2:7][CH2:6][CH2:5][CH2:4][C@@H:3]1[NH2:8].Cl[CH2:10][C:11](O)=[O:12].C(=O)([O-])[O-].[K+].[K+]>O>[NH:1]1[C@@H:2]2[C@@H:3]([CH2:4][CH2:5][CH2:6][CH2:7]2)[NH:8][CH2:10][C:11]1=[O:12] |f:2.3.4|. Procedure details: cis-1,2-Diaminocyclohexane (4.1 g, 36 mmol) is dissolved in 150 ml of H2O. Chloroacetic acid (3.4 g, 36 mmol) in 50 ml of H2O is added dropwise at 10° C. in 5 minutes, then potassium carbonate (7.9 g, 57 mmol) in 30 ml of H2O is added dropwise at 10 C. The reaction mixture is allowed to warm slowly to room temperature and stirred 24 hours. The solution is heated at 90° C. for 2 hours, concentrated. The resulting solid is taken-up in boiling toluene (100 ml), filtered while hot, concentrated to g... Reactants: C(C1=CC=CC=C1)OCN1N=CC(=C1)C=1N=CN(C1)C1=C2C(=NC=C1)N(N=C2C(C)C)C2=CC(=C(C#N)C=C2)NC(C)C (4-{4-(4-(1-(benzyloxymethyl)-1H-pyrazol-4-yl)-1H-imidazol-1-yl)-3-isopropyl-1H-pyrazolo[3,4-b]pyridin-1-yl}-2-(isopropylamino)benzonitrile), O[C@@H]1CC[C@H](CC1)N (trans-4-hydroxycyclohexylamine), C(C1=CC=CC=C1)OCN1N=CC(=C1)C=1N=CN(C1)C1=C2C(=NC=C1)N(N=C2C(C)C)C2=CC(=C(C#N)C=C2)NC(C)C (4-{4-(4-(1-(benzyloxymethyl)-1H-pyrazol-4-yl)-1H-imidazol-1-yl)-3-isopropyl-1H-pyrazolo[3,4-b]pyridin-1-yl}-2-(isopropylamino)benzonitrile), C(C1=CC=CC=C1)OCN1N=CC(=C1)C=1N=CN(C1)C1=C2C(=NC=C1)N(N=C2C(C)C)C=2C(=C(C#N)C=CC2)Br ((4-(4-(1-(Benzyloxymethyl)-1H-pyrazol-4-yl)-1H-imidazol-1-yl)-3-isopropyl-1H-pyrazolo[3,4-b]pyridin-1-yl}-2-bromo-benzonitrile), C(C)(C)N (isopropylamine), [OH-].[Na+] (sodium hydroxide). Run in C1(=CC=CC=C1)OC (anisole), FC(C(=O)O)(F)F (trifluoroacetic acid), C(Cl)(Cl)Cl (chloroform). Reaction conditions: temperature 70 celsius, time 3 hour. Yields the product N1N=CC(=C1)C=1N=CN(C1)C1=C2C(=NC=C1)N(N=C2C(C)C)C2=CC(=C(C#N)C=C2)NC(C)C (4-{4-(4-(1H-pyrazol-4-yl)-1H-imidazol-1-yl)-3-isopropyl-1H-pyrazolo[3,4-b]pyridin-1-yl}-2-(isopropylamino)benzonitrile). Yield: 43.0%. Reaction SMILES: C(OC[N:10]1[CH:14]=[C:13]([C:15]2[N:16]=[CH:17][N:18]([C:20]3[CH:25]=[CH:24][N:23]=[C:22]4[N:26]([C:32]5[CH:39]=[CH:38][C:35]([C:36]#[N:37])=[C:34]([NH:40][CH:41]([CH3:43])[CH3:42])[CH:33]=5)[N:27]=[C:28]([CH:29]([CH3:31])[CH3:30])[C:21]=34)[CH:19]=2)[CH:12]=[N:11]1)C1C=CC=CC=1.C(OCN1C=C(C2N=CN(C3C=CN=C4N(C5C(Br)=C(C=CC=5)C#N)N=C(C(C)C)C=34)C=2)C=N1)C1C=CC=CC=1.C(N)(C)C.O[C@H]1CC[C@H](N)CC1.[OH-].[Na+]>C1(OC)C=CC=CC=1.FC(F)(F)C(O)=O.C(Cl)(Cl)Cl>[NH:10]1[CH:14]=[C:13]([C:15]2[N:16]=[CH:17][N:18]([C:20]3[CH:25]=[CH:24][N:23]=[C:22]4[N:26]([C:32]5[CH:39]=[CH:38][C:35]([C:36]#[N:37])=[C:34]([NH:40][CH:41]([CH3:43])[CH3:42])[CH:33]=5)[N:27]=[C:28]([CH:29]([CH3:31])[CH3:30])[C:21]=34)[CH:19]=2)[CH:12]=[N:11]1 |f:4.5|. Procedure details: According to Example 1(6), 4-{4-(4-(1-(benzyloxymethyl)-1H-pyrazol-4-yl)-1H-imidazol-1-yl)-3-isopropyl-1H-pyrazolo[3,4-b]pyridin-1-yl}-2-(isopropylamino)benzonitrile (65%) was prepared using compound (143a) and isopropylamine instead of compound (1e) and trans-4-hydroxycyclohexylamine, respectively, and this 4-{4-(4-(1-(benzyloxymethyl)-1H-pyrazol-4-yl)-1H-imidazol-1-yl)-3-isopropyl-1H-pyrazolo[3,4-b]pyridin-1-yl}-2-(isopropylamino)benzonitrile was dissolved in anisole and trifluoroacetic acid, ... Starting materials: BrC1=C2C=CC=NC2=CC=C1 (5-bromoquinoline), C(C(=O)OCC)(=O)OCC (diethyl oxalate). The product is O=C(C(=O)OCC)C1=C2C=CC=NC2=CC=C1 (Ethyl oxo-quinolin-5-ylacetate). Reaction SMILES: Br[C:2]1[CH:11]=[CH:10][CH:9]=[C:8]2[C:3]=1[CH:4]=[CH:5][CH:6]=[N:7]2.[C:12](OCC)(=[O:18])[C:13]([O:15][CH2:16][CH3:17])=[O:14]>>[O:18]=[C:12]([C:2]1[CH:11]=[CH:10][CH:9]=[C:8]2[C:3]=1[CH:4]=[CH:5][CH:6]=[N:7]2)[C:13]([O:15][CH2:16][CH3:17])=[O:14]. Reported procedure: Prepared from 5-bromoquinoline and diethyl oxalate using Method KE-A. Starting materials: [BH3-]C#N, C1CNC1, CCO, COc1cc(Nc2nc3n(n2)CCC(=O)CC3c2ccc(F)cc2)ccc1-n1cnc(Cl)c1, O=C(O)C(F)(F)F, O=C(O)C(F)(F)F, [Na+]. The product is COc1cc(Nc2nc3n(n2)CCC(N2CCC2)CC3c2ccc(F)cc2)ccc1-n1cnc(Cl)c1. Reaction SMILES: [C:45]([BH3-:46])#[N:47].[CH2:41]1[CH2:42][NH:43][CH2:44]1.[CH3:56][CH2:57][OH:58].[Cl:8][c:9]1[n:10][cH:11][n:12](-[c:14]2[c:15]([O:39][CH3:40])[cH:16][c:17]([NH:20][c:21]3[n:22][n:23]4[c:24]([n:38]3)[CH:25]([c:31]3[cH:32][cH:33][c:34]([F:37])[cH:35][cH:36]3)[CH2:26][C:27](=[O:30])[CH2:28][CH2:29]4)[cH:18][cH:19]2)[cH:13]1.[F:1][C:2]([F:3])([F:4])[C:5]([OH:6])=[O:7].[F:49][C:50]([F:51])([F:52])[C:53]([OH:54])=[O:55].[Na+:48]>>[Cl:8][c:9]1[n:10][cH:11][n:12](-[c:14]2[c:15]([O:39][CH3:40])[cH:16][c:17]([NH:20][c:21]3[n:22][n:23]4[c:24]([n:38]3)[CH:25]([c:31]3[cH:32][cH:33][c:34]([F:37])[cH:35][cH:36]3)[CH2:26][CH:27]([N:43]3[CH2:42][CH2:41][CH2:44]3)[CH2:28][CH2:29]4)[cH:18][cH:19]2)[cH:13]1.